From a dataset of the Open Reaction Database (ORD), a public repository of structured organic reaction records. describe an organic reaction: reactants, conditions, products, and yield Reactants: C(C(=C)C)(=O)[O-].C(CCC)[Sn+](CCCC)CCCC (tri-n-butyltin methacrylate), C(C(=C)C)(=O)OC (methyl methacrylate), C(C1=CC=CC=C1)(=O)OOC(C1=CC=CC=C1)=O (Benzoyl peroxide). Run in C1=CC=CC=C1 (benzene). The product is C(C(=C)C)(=O)[O-].C(CCC)[Sn+](CCCC)CCCC.C(C(=C)C)(=O)OC (TRI-n-BUTYLTIN METHACRYLATE METHYL METHACRYLATE). Reaction SMILES: [C:1]([O-:6])(=[O:5])[C:2]([CH3:4])=[CH2:3].[CH2:7]([Sn+:11]([CH2:16][CH2:17][CH2:18][CH3:19])[CH2:12][CH2:13][CH2:14][CH3:15])[CH2:8][CH2:9][CH3:10].[C:20]([O:25][CH3:26])(=[O:24])[C:21]([CH3:23])=[CH2:22].C(OOC(=O)C1C=CC=CC=1)(=O)C1C=CC=CC=1>C1C=CC=CC=1>[C:1]([O-:6])(=[O:5])[C:2]([CH3:4])=[CH2:3].[CH2:16]([Sn+:11]([CH2:7][CH2:8][CH2:9][CH3:10])[CH2:12][CH2:13][CH2:14][CH3:15])[CH2:17][CH2:18][CH3:19].[C:20]([O:25][CH3:26])(=[O:24])[C:21]([CH3:23])=[CH2:22] |f:0.1,5.6.7|. Procedure: P42 was prepared exactly as P30; however in this polymerization the molar ratio of the two monomers was varied. The tri-n-butyltin methacrylate (174.4 grams, 0.444 mole) was used in a 2:1 molar ratio with the uninhibited methyl methacrylate (20.0 grams, 0.222 mole). Benzoyl peroxide (1% by weight) was used as the initiator for the copolymerization. The product polymer was again a colorless, transparent material which could be cast as a film from the benzene solution. Reactants: C(C)(=O)[O-] (acetate), C(N)(=N)C1=CC=C(C(=O)N[C@@H](CC2=CC=C(C=C2)OC(C)(C)C)C(=O)N2CCC(CC2)OCC(=O)OC(C)(C)C)C=C1 (t-butyl [[1-[N-(p-amidinobenzoyl)-3-(p-t-butoxyphenyl)-L-alanyl]-4-piperidinyl]oxy]-acetate), FC(C(=O)[O-])(F)F (trifluoroacetate). Run in O.CO (water methanol). Yields the product C(N)(=N)C1=CC=C(C(=O)N[C@@H](CC2=CC=C(C=C2)O)C(=O)N2CCC(CC2)OCC(=O)O)C=C1 ([[1-[N-(p-amidinobenzoyl)-L-tyrosyl]-4-piperidinyl]oxy]acetic acid). As a reaction SMILES: C([O-])(=O)C.[C:5]([C:8]1[CH:46]=[CH:45][C:11]([C:12]([NH:14][C@H:15]([C:28]([N:30]2[CH2:35][CH2:34][CH:33]([O:36][CH2:37][C:38]([O:40]C(C)(C)C)=[O:39])[CH2:32][CH2:31]2)=[O:29])[CH2:16][C:17]2[CH:22]=[CH:21][C:20]([O:23]C(C)(C)C)=[CH:19][CH:18]=2)=[O:13])=[CH:10][CH:9]=1)(=[NH:7])[NH2:6].FC(F)(F)C([O-])=O>O.CO>[C:5]([C:8]1[CH:9]=[CH:10][C:11]([C:12]([NH:14][C@H:15]([C:28]([N:30]2[CH2:35][CH2:34][CH:33]([O:36][CH2:37][C:38]([OH:40])=[O:39])[CH2:32][CH2:31]2)=[O:29])[CH2:16][C:17]2[CH:18]=[CH:19][C:20]([OH:23])=[CH:21][CH:22]=2)=[O:13])=[CH:45][CH:46]=1)(=[NH:6])[NH2:7] |f:3.4|. Reported procedure: From 2.5 g of the acetate of t-butyl [[1-[N-(p-amidinobenzoyl)-3-(p-t-butoxyphenyl)-L-alanyl]-4-piperidinyl]oxy]-acetate there is obtained in analogy to Example 1, after chromatography (silylated silica get RP-18, water/methanol gradient), 1.0 g of [[1-[N-(p-amidinobenzoyl)-L-tyrosyl]-4-piperidinyl]oxy]acetic acid as the trifluoroacetate. M.p. 125°-130° C. (ethyl acetate, decomposition). MS (FAB): 469 (M+H)+. Reactants: CC(C)NC(=O)N1CC(O)C2C1CCN2C(=O)C(NC(=O)C(C)N(C)C(=O)OCc1ccccc1)C(C)(C)C, O=C=NCc1ccccc1, CC#N, CO, [NH4+], [OH-]. Product: CC(C)NC(=O)N1CC(OC(=O)NCc2ccccc2)C2C1CCN2C(=O)C(NC(=O)C(C)N(C)C(=O)OCc1ccccc1)C(C)(C)C. Reaction SMILES: [CH2:1]([c:2]1[cH:3][cH:4][cH:5][cH:6][cH:7]1)[O:8][C:9]([N:10]([CH3:11])[CH:12]([CH3:13])[C:14]([NH:15][CH:16]([C:17]([CH3:18])([CH3:19])[CH3:20])[C:21](=[O:22])[N:23]1[CH:24]2[CH:25]([CH2:26][CH2:27]1)[N:28]([C:32]([NH:33][CH:34]([CH3:35])[CH3:36])=[O:37])[CH2:29][CH:30]2[OH:31])=[O:38])=[O:39].[CH2:40]([c:41]1[cH:42][cH:43][cH:44][cH:45][cH:46]1)[N:47]=[C:48]=[O:49].[CH3:52][C:53]#[N:54].[CH3:55][OH:56].[NH4+:51].[OH-:50]>>[CH2:1]([c:2]1[cH:3][cH:4][cH:5][cH:6][cH:7]1)[O:8][C:9]([N:10]([CH3:11])[CH:12]([CH3:13])[C:14]([NH:15][CH:16]([C:17]([CH3:18])([CH3:19])[CH3:20])[C:21](=[O:22])[N:23]1[CH:24]2[CH:25]([CH2:26][CH2:27]1)[N:28]([C:32]([NH:33][CH:34]([CH3:35])[CH3:36])=[O:37])[CH2:29][CH:30]2[O:31][C:48]([NH:47][CH2:40][c:41]1[cH:42][cH:43][cH:44][cH:45][cH:46]1)=[O:49])=[O:38])=[O:39]. The reactants are C(C)(=O)C1=CC=CC=C1 (acetophenone), solution, Cl (hydrochloric acid), Cl.C(C)OCCN1C(=NC2=C1C=CC=C2)N2CCN(CCC2)CCC2(CNCC2)C2=CC=CC=C2 (3-(2-(4-(1-(2-ethoxyethyl)-1H-benzimidazol-2-yl)[1,4]diazepan-1-yl)ethyl)-3-phenylpyrrolidine hydrochloric acid salt), C(#N)[BH3-].[Na+] (sodium cyanoborohydride). The reagents and catalysts are BrCOC=1C(=CC=C(C1)C)O (bromocreosol). Run in C(C)(=O)OCC (ethyl acetate), CO (methanol), CO (methanol). The product is CC(C1=CC=CC=C1)N1CC(CC1)(C1=CC=CC=C1)CCN1CCN(CCC1)C1=NC2=C(N1CCOCC)C=CC=C2 (1-(α-Methylbenzyl)-3-(2-(4-(1-(2-ethoxyethyl)-1H-benzimidazol-2-yl)[1,4]diazepan-1-yl)ethyl)-3-phenylpyrrolidine). Reaction SMILES: [C:1]([C:4]1[CH:9]=[CH:8][CH:7]=[CH:6][CH:5]=1)(=O)[CH3:2].Cl.[CH2:11]([O:13][CH2:14][CH2:15][N:16]1[C:20]2[CH:21]=[CH:22][CH:23]=[CH:24][C:19]=2[N:18]=[C:17]1[N:25]1[CH2:31][CH2:30][CH2:29][N:28]([CH2:32][CH2:33][C:34]2([C:39]3[CH:44]=[CH:43][CH:42]=[CH:41][CH:40]=3)[CH2:38][CH2:37][NH:36][CH2:35]2)[CH2:27][CH2:26]1)[CH3:12].C([BH3-])#N.[Na+].Cl>CO.BrCOC1C(O)=CC=C(C)C=1.C(OCC)(=O)C>[CH3:2][CH:1]([N:36]1[CH2:37][CH2:38][C:34]([CH2:33][CH2:32][N:28]2[CH2:29][CH2:30][CH2:31][N:25]([C:17]3[N:16]([CH2:15][CH2:14][O:13][CH2:11][CH3:12])[C:20]4[CH:21]=[CH:22][CH:23]=[CH:24][C:19]=4[N:18]=3)[CH2:26][CH2:27]2)([C:39]2[CH:44]=[CH:43][CH:42]=[CH:41][CH:40]=2)[CH2:35]1)[C:4]1[CH:9]=[CH:8][CH:7]=[CH:6][CH:5]=1 |f:1.2,3.4|. Procedure: According to the method of J. Am. Chem. Soc., 93, 2897 (1971), combine acetophenone (10 mmol) and 3-(2-(4-(1-(2-ethoxyethyl)-1H-benzimidazol-2-yl)[1,4]diazepan-1-yl)ethyl)-3-phenylpyrrolidine hydrochloric acid salt (prepared from (−)-3-phenyl-3-(2-hydroxyethyl)pyrrolidine(R,R)-di-p-anisoyltartaric acid salt) (10 mmol) in methanol (100 mL). Add bromocreosol green (0.5% by weight in methanol, 1 drop). Add dropwise, a solution of sodium cyanoborohydride (10 mL, 1M in tetrahydrofuran, 10 mmol) and a... Starting materials: COC=1C=C(CN)C=CC1 (3-methoxybenzylamine), BrCCCCC1(C2=CC=CC=C2C=2C=CC=CC12)C(=O)Cl (9-(4-bromo-butyl)-9H-fluorene-9-carboxylic acid chloride). The product is COC=1C=C(CNC(=O)C2(C3=CC=CC=C3C=3C=CC=CC23)CCCCBr)C=CC1 (9-(4-bromo-butyl)-9H-fluorene-9-carboxylic acid-3-methoxy-benzylamide). Reaction SMILES: [CH3:1][O:2][C:3]1[CH:4]=[C:5]([CH:8]=[CH:9][CH:10]=1)[CH2:6][NH2:7].[Br:11][CH2:12][CH2:13][CH2:14][CH2:15][C:16]1([C:29](Cl)=[O:30])[C:28]2[CH:27]=[CH:26][CH:25]=[CH:24][C:23]=2[C:22]2[C:17]1=[CH:18][CH:19]=[CH:20][CH:21]=2>>[CH3:1][O:2][C:3]1[CH:4]=[C:5]([CH:8]=[CH:9][CH:10]=1)[CH2:6][NH:7][C:29]([C:16]1([CH2:15][CH2:14][CH2:13][CH2:12][Br:11])[C:28]2[CH:27]=[CH:26][CH:25]=[CH:24][C:23]=2[C:22]2[C:17]1=[CH:18][CH:19]=[CH:20][CH:21]=2)=[O:30]. Procedure: Prepared analogously to Example 1 from 3-methoxybenzylamine and 9-(4-bromo-butyl)-9H-fluorene-9-carboxylic acid chloride. The reactants are [OH-].[K+] (potassium hydroxide), C(C)(C)(C)S (terbutyl mercaptan), CS(=O)C (dimethylsulfoxide), ClC1=C(C=O)C=CC=C1 (2-chloro-benzaldehyde), ClC1=C(C=O)C=CC=C1 (2-chlorobenzaldehyde). Run in C(C)(=O)OCC (ethyl acetate), O (water). Run at temperature 120 celsius. Yields the product CC(C)(SC1=C(C=O)C=CC=C1)C (2-(1,1-dimethylethylthio)benzaldehyde). RXN SMILES: [OH-].[K+].[C:3]([SH:7])([CH3:6])([CH3:5])[CH3:4].CS(C)=O.Cl[C:13]1[CH:20]=[CH:19][CH:18]=[CH:17][C:14]=1[CH:15]=[O:16]>O.C(OCC)(=O)C>[CH3:4][C:3]([CH3:6])([S:7][C:13]1[CH:20]=[CH:19][CH:18]=[CH:17][C:14]=1[CH:15]=[O:16])[CH3:5] |f:0.1|. Procedure details: Powdered potassium hydroxide (21.9 g, 390 mmol) and 56 ml (497 mmol) of terbutyl mercaptan were mixed 55.5 ml of dimethylsulfoxide in a 250 ml three-neck flask. To this stirred mixture was added dropwise over a ten minute period 50 g (356 mmol) of 2-chloro-benzaldehyde. During addition of the 2-chlorobenzaldehyde, the reaction mixture warmed to 120° C. After addition was complete, the mixture was allowed to react at about 110° C. for 1.5 hours. At the end of this time, the mixture was cooled to ... Reactants: CO, CCc1[nH]c(C(=O)NC2CCN(C(=O)C=C3SC(=O)N(CC(=O)OC(C)(C)C)C3=O)CC2OC)nc1Cl, ClCCl, O=C(O)C(F)(F)F. Product: CCc1[nH]c(C(=O)NC2CCN(C(=O)C=C3SC(=O)N(CC(=O)O)C3=O)CC2OC)nc1Cl. RXN SMILES: [CH3:48][OH:49].[Cl:1][c:2]1[n:3][c:4]([C:9](=[O:10])[NH:11][CH:12]2[CH:13]([O:36][CH3:37])[CH2:14][N:15]([C:18]([CH:19]=[C:20]3[C:21](=[O:34])[N:22]([CH2:26][C:27](=[O:28])[O:29][C:30]([CH3:31])([CH3:32])[CH3:33])[C:23](=[O:25])[S:24]3)=[O:35])[CH2:16][CH2:17]2)[nH:5][c:6]1[CH2:7][CH3:8].[Cl:38][CH2:39][Cl:40].[F:41][C:42]([F:43])([F:44])[C:45]([OH:46])=[O:47]>>[Cl:1][c:2]1[n:3][c:4]([C:9](=[O:10])[NH:11][CH:12]2[CH:13]([O:36][CH3:37])[CH2:14][N:15]([C:18]([CH:19]=[C:20]3[C:21](=[O:34])[N:22]([CH2:26][C:27](=[O:28])[OH:29])[C:23](=[O:25])[S:24]3)=[O:35])[CH2:16][CH2:17]2)[nH:5][c:6]1[CH2:7][CH3:8]. Starting materials: CC(=O)O, CCO, O=C(C[N+](=O)[O-])c1ccccc1, NN, O. The product is NN=C(C[N+](=O)[O-])c1ccccc1. As a reaction SMILES: [CH3:16][C:17](=[O:18])[OH:19].[CH3:20][CH2:21][OH:22].[N+:1](=[O:2])([O-:3])[CH2:4][C:5](=[O:6])[c:7]1[cH:8][cH:9][cH:10][cH:11][cH:12]1.[NH2:14][NH2:15].[OH2:13]>>[N+:1](=[O:2])([O-:3])[CH2:4][C:5]([c:7]1[cH:8][cH:9][cH:10][cH:11][cH:12]1)=[N:14][NH2:15]. Starting materials: CCOC(=O)CC(C)=O, [Li], [Na], C1CCOC1, C=CCO. Yields the product C=CC(O)CC(=O)CC(=O)OCC. RXN SMILES: [C:7]([CH2:8][C:9](=[O:10])[CH3:11])(=[O:12])[O:13][CH2:14][CH3:15].[Li:5].[Na:6].[O:16]1[CH2:17][CH2:18][CH2:19][CH2:20]1.[OH:1][CH2:2][CH:3]=[CH2:4]>>[OH:1][CH:2]([CH:3]=[CH2:4])[CH2:11][C:9]([CH2:8][C:7](=[O:12])[O:13][CH2:14][CH3:15])=[O:10]. Starting materials: C(CC)NC=1C=C(C=CC1)C1=CC=C(C=C1)C(F)(F)F (N-propyl-N-[4′-(trifluoromethyl)-1,1′-biphenyl-3-yl]amine), BrCC1=CC(=C(OCC(=O)OCC)C=C1)C (ethyl [4-(bromomethyl)-2-methylphenoxy]acetate), C(C)(C)N(C(C)C)CC (N,N-diisopropyethylamine), resultant mixture. The solvent is CC#N (MeCN). Conditions: time 3 hour. Yields the product CC1=C(OCC(=O)OCC)C=CC(=C1)CN(C=1C=C(C=CC1)C1=CC=C(C=C1)C(F)(F)F)CCC (Ethyl [2-methyl-4-({propyl[4′-(trifluoromethyl)-1,1′-biphenyl-3-yl]amino}methyl)phenoxy]acetate). Yield: 72.5%. Reaction SMILES: [CH2:1]([NH:4][C:5]1[CH:6]=[C:7]([C:11]2[CH:16]=[CH:15][C:14]([C:17]([F:20])([F:19])[F:18])=[CH:13][CH:12]=2)[CH:8]=[CH:9][CH:10]=1)[CH2:2][CH3:3].Br[CH2:22][C:23]1[CH:35]=[CH:34][C:26]([O:27][CH2:28][C:29]([O:31][CH2:32][CH3:33])=[O:30])=[C:25]([CH3:36])[CH:24]=1.C(N(CC)C(C)C)(C)C>CC#N>[CH3:36][C:25]1[CH:24]=[C:23]([CH2:22][N:4]([CH2:1][CH2:2][CH3:3])[C:5]2[CH:6]=[C:7]([C:11]3[CH:16]=[CH:15][C:14]([C:17]([F:18])([F:19])[F:20])=[CH:13][CH:12]=3)[CH:8]=[CH:9][CH:10]=2)[CH:35]=[CH:34][C:26]=1[O:27][CH2:28][C:29]([O:31][CH2:32][CH3:33])=[O:30]. Procedure: To a solution of N-propyl-N-[4′-(trifluoromethyl)-1,1′-biphenyl-3-yl]amine (69.8 mg, 0.25 mmol) in anhydrous MeCN (6 mL) under nitrogen at room temperature, was added ethyl [4-(bromomethyl)-2-methylphenoxy]acetate (71.8 mg, 0.25 mmol) and N,N-diisopropyethylamine (43.5 μL, 0.25 mmol). The resultant mixture was heated to reflux and stirred for 3 h. The reaction mixture was allowed to cool to room temperature and the solvent was removed in vacuo. The residue was partitioned between CHCl3 (2×10 mL)...